Dataset: the Open Reaction Database (ORD), a public repository of structured organic reaction records. Task: describe an organic reaction: reactants, conditions, products, and yield Reactants: CCC(N)COC, Cl, COc1cc(C)c(-c2ccnc(OS(=O)(=O)C(F)(F)F)c2[N+](=O)[O-])cc1F. RXN SMILES: [CH3:28][O:29][CH2:30][CH:31]([CH2:32][CH3:33])[NH2:34].[ClH:35].[F:1][c:2]1[c:3]([O:26][CH3:27])[cH:4][c:5]([CH3:25])[c:6](-[c:8]2[c:9]([N+:22](=[O:23])[O-:24])[c:10]([O:14][S:15]([C:16]([F:17])([F:18])[F:19])(=[O:20])=[O:21])[n:11][cH:12][cH:13]2)[cH:7]1>>[F:1][c:2]1[c:3]([O:26][CH3:27])[cH:4][c:5]([CH3:25])[c:6](-[c:8]2[c:9]([N+:22](=[O:23])[O-:24])[c:10]([NH:34][CH:31]([CH2:30][O:29][CH3:28])[CH2:32][CH3:33])[n:11][cH:12][cH:13]2)[cH:7]1. The product is CCC(COC)Nc1nccc(-c2cc(F)c(OC)cc2C)c1[N+](=O)[O-]. Starting materials: C1(=CC=CC=C1)CN1CCC(CC1)NCC1=C(C=C(C(=O)OC)C=C1)[N+](=O)[O-] (methyl 4-[[[1-(phenylmethyl)-4-piperidinyl]amino]methyl]-3-nitrobenzoate). The reagents and catalysts are [Rh].C (rhodium charcoal). The solvent is CO (methanol). The product is NC=1C=C(C(=O)OC)C=CC1CNC1CCN(CC1)CC1=CC=CC=C1 (Methyl 3-amino-4-[[[1-(phenylmethyl)-4-piperidinyl]amino]methyl]-benzoate). As a reaction SMILES: [C:1]1([CH2:7][N:8]2[CH2:13][CH2:12][CH:11]([NH:14][CH2:15][C:16]3[CH:25]=[CH:24][C:19]([C:20]([O:22][CH3:23])=[O:21])=[CH:18][C:17]=3[N+:26]([O-])=O)[CH2:10][CH2:9]2)[CH:6]=[CH:5][CH:4]=[CH:3][CH:2]=1>CO.[Rh].C>[NH2:26][C:17]1[CH:18]=[C:19]([CH:24]=[CH:25][C:16]=1[CH2:15][NH:14][CH:11]1[CH2:10][CH2:9][N:8]([CH2:7][C:1]2[CH:6]=[CH:5][CH:4]=[CH:3][CH:2]=2)[CH2:13][CH2:12]1)[C:20]([O:22][CH3:23])=[O:21] |f:2.3|. Procedure details: A solution of 58.0 g (0.151 mol) of methyl 4-[[[1-(phenylmethyl)-4-piperidinyl]amino]methyl]-3-nitrobenzoate in 800 ml of methanol was hydrogenated in the presence of 10 g of 5% rhodium/charcoal for 7 hours at room temperature. The catalyst was filtered off, the filtrate was evaporated down in vacuo. 50.0 g (93.7% of theory) of colourless crystals were obtained, which were further processed without any more purification. Starting materials: ClC1=C(C=NC2=CC=CC=C12)CCl (4-chloro-3-chloromethylquinoline), CS(=O)[O-].[Na+] (sodium methanesulphinate). Product: ClC1=C(C=NC2=CC=CC=C12)CS(=O)(=O)C (4-chloro-3-methylsulphonylmethylquinoline). As a reaction SMILES: [Cl:1][C:2]1[C:11]2[C:6](=[CH:7][CH:8]=[CH:9][CH:10]=2)[N:5]=[CH:4][C:3]=1[CH2:12]Cl.[CH3:14][S:15]([O-:17])=[O:16].[Na+]>>[Cl:1][C:2]1[C:11]2[C:6](=[CH:7][CH:8]=[CH:9][CH:10]=2)[N:5]=[CH:4][C:3]=1[CH2:12][S:15]([CH3:14])(=[O:17])=[O:16] |f:1.2|. Procedure details: The compounds of general formula V are novel. They may be prepared from the corresponding 4-chloro-3-chloromethylquinoline by reaction with sodium methanesulphinate to give the corresponding 4-chloro-3-methylsulphonylmethylquinoline, followed by reaction with sodium alkoxide NaOR1 to give the compound V. Reactants: N=C1SC2=C(N1C(=O)OC)C=CC(=C2)OC(=O)OC (methyl 2-imino-6-[(methoxycarbonyl)oxy]-1,3-benzothiazole-3(2H)-carboxylate), [OH-].[K+] (potassium hydroxide). The solvent is C(C)(=O)O (acetic acid). Reaction conditions: temperature 20 celsius, time 5 hour. The product is OC1=CC2=C(N(C(S2)=N)C(=O)OC)C=C1 (methyl 6-hydroxy-2-imino-1,3-benzothiazole-3(2H)-carboxylate). Yield: 35.6%. As a reaction SMILES: [NH:1]=[C:2]1[N:6]([C:7]([O:9][CH3:10])=[O:8])[C:5]2[CH:11]=[CH:12][C:13]([O:15]C(OC)=O)=[CH:14][C:4]=2[S:3]1.[OH-].[K+]>C(O)(=O)C>[OH:15][C:13]1[CH:12]=[CH:11][C:5]2[N:6]([C:7]([O:9][CH3:10])=[O:8])[C:2](=[NH:1])[S:3][C:4]=2[CH:14]=1 |f:1.2|. Reported procedure: 956 mg of methyl 2-imino-6-[(methoxycarbonyl)oxy]-1,3-benzothiazole-3(2H)-carboxylate are placed in 38 cm3 of aqueous 5N potassium hydroxide solution in a three-necked flask. The solution is stirred at a temperature in the region of 20° C. for 5 hours. The reaction medium is placed in a bath at 0° C., and acetic acid is then added dropwise to pH 5-6. The precipitate is filtered off by suction and then washed with twice 5 cm3 of water. The solid is taken up in 10 cm3 of water, stirred for two hou... Starting materials: CN(C(=O)OC(C)(C)C)C1CC=C(c2c[nH]c3ccc([N+](=O)[O-])cc23)CC1, CO, N. Product: CN(C(=O)OC(C)(C)C)C1CC=C(c2c[nH]c3ccc(N)cc23)CC1. RXN SMILES: [CH3:1][N:2]([C:3]([O:4][C:5]([CH3:6])([CH3:7])[CH3:8])=[O:9])[CH:10]1[CH2:11][CH:12]=[C:13]([c:16]2[cH:17][nH:18][c:19]3[cH:20][cH:21][c:22]([N+:25]([O-:26])=[O:27])[cH:23][c:24]23)[CH2:14][CH2:15]1.[CH3:29][OH:30].[NH3:28]>>[CH3:1][N:2]([C:3]([O:4][C:5]([CH3:6])([CH3:7])[CH3:8])=[O:9])[CH:10]1[CH2:11][CH:12]=[C:13]([c:16]2[cH:17][nH:18][c:19]3[cH:20][cH:21][c:22]([NH2:25])[cH:23][c:24]23)[CH2:14][CH2:15]1. Reagents/catalysts: CC(C)(C)c1ccc(-c2ccc(C(C)(C)C)cc2)cc1 (4,4'-di-tert-butylbiphenyl), CC(C)(C)C(=O)[O-].[K+] (KOPiv), Cl[Pd]CC=C.C=CC[Pd]Cl ([Pd(allyl)Cl]2), CN(C)c1ccc(P(C2CCCCC2)C2CCCCC2)cc1 (A-caPhos). The yield is 65.1%. Product: CC(C)c1ncc(-c2ccc3occc3c2)n1C. Run in CC(=O)N(C)C (DMA), CC(=O)N(C)C (DMA), CC(=O)N(C)C (DMA). The reactants are Brc1ccc2occc2c1, CC(C)c1nccn1C. Reaction conditions: temperature 120 celsius, time 24 hour. Reagents/catalysts: C=1C=CC(=CC1)[P](C=2C=CC=CC2)(C=3C=CC=CC3)[Pd]([P](C=4C=CC=CC4)(C=5C=CC=CC5)C=6C=CC=CC6)([P](C=7C=CC=CC7)(C=8C=CC=CC8)C=9C=CC=CC9)[P](C=1C=CC=CC1)(C=1C=CC=CC1)C=1C=CC=CC1 (Pd(PPh3)4). Starting materials: N1=C(C=CC=C1)C1=NOC(=N1)C=1C=NC=C(C1)Br (3-(2-pyridyl)-5-(5-bromo-pyrid-3-yl)-1,2,4-oxadiazole), C1(=CC=CC=C1)B(O)O (phenylboronic acid), C([O-])([O-])=O.[Na+].[Na+] (sodium carbonate). Procedure: In a similar fashion, 3-(2-pyridyl)-5-(5-bromo-pyrid-3-yl)-1,2,4-oxadiazole (152 mg, 0.5 mmol), phenylboronic acid (121.9 mg, 1.0 mmol) and Pd(PPh3)4 (57.8 mg, 0.05 mmol) in a solution of 2M sodium carbonate (3 mL) and ethylene glycol dimethyl ether (3 ml) was heated overnight at 105° C. Standard work up afforded 45 mg of 3-(2-pyridyl)-5-(5-phenyl-pyrid-3-yl)-1,2,4-oxadiazole. Run in COCCOC (ethylene glycol dimethyl ether). The product is N1=C(C=CC=C1)C1=NOC(=N1)C=1C=NC=C(C1)C1=CC=CC=C1 (3-(2-pyridyl)-5-(5-phenyl-pyrid-3-yl)-1,2,4-oxadiazole). RXN SMILES: [N:1]1[CH:6]=[CH:5][CH:4]=[CH:3][C:2]=1[C:7]1[N:11]=[C:10]([C:12]2[CH:13]=[N:14][CH:15]=[C:16](Br)[CH:17]=2)[O:9][N:8]=1.[C:19]1(B(O)O)[CH:24]=[CH:23][CH:22]=[CH:21][CH:20]=1.C(=O)([O-])[O-].[Na+].[Na+]>C1C=CC([P]([Pd]([P](C2C=CC=CC=2)(C2C=CC=CC=2)C2C=CC=CC=2)([P](C2C=CC=CC=2)(C2C=CC=CC=2)C2C=CC=CC=2)[P](C2C=CC=CC=2)(C2C=CC=CC=2)C2C=CC=CC=2)(C2C=CC=CC=2)C2C=CC=CC=2)=CC=1.COCCOC>[N:1]1[CH:6]=[CH:5][CH:4]=[CH:3][C:2]=1[C:7]1[N:11]=[C:10]([C:12]2[CH:13]=[N:14][CH:15]=[C:16]([C:19]3[CH:24]=[CH:23][CH:22]=[CH:21][CH:20]=3)[CH:17]=2)[O:9][N:8]=1 |f:2.3.4,^1:37,39,58,77|. Yield: 30.0%. The reactants are CC1(OB(OC1(C)C)C=1C=NC=CC1)C (3-(4,4,5,5-Tetramethyl-[1,3,2]dioxaborolan-2-yl)-pyridine), ClC1=CC=C(C=C1)C(CNC)C1=CC=C(C=C1)C=1C=NNC1 ({2-(4-Chloro-phenyl)-2-[4-(1H-pyrazol-4-yl)-phenyl]-ethyl}-methyl-amine). Yields the product CNCC(C1=CC=C(C=C1)C=1C=NC=CC1)C1=CC=C(C=C1)C=1C=NNC1 (Methyl-[2-[4-(1H-pyrazol-4-yl)-phenyl]-2-(4-pyridin-3-yl-phenyl)-ethyl]-amine). RXN SMILES: CC1(C)C(C)(C)OB([C:9]2[CH:10]=[N:11][CH:12]=[CH:13][CH:14]=2)O1.Cl[C:17]1[CH:22]=[CH:21][C:20]([CH:23]([C:27]2[CH:32]=[CH:31][C:30]([C:33]3[CH:34]=[N:35][NH:36][CH:37]=3)=[CH:29][CH:28]=2)[CH2:24][NH:25][CH3:26])=[CH:19][CH:18]=1>>[CH3:26][NH:25][CH2:24][CH:23]([C:27]1[CH:32]=[CH:31][C:30]([C:33]2[CH:34]=[N:35][NH:36][CH:37]=2)=[CH:29][CH:28]=1)[C:20]1[CH:19]=[CH:18][C:17]([C:9]2[CH:10]=[N:11][CH:12]=[CH:13][CH:14]=2)=[CH:22][CH:21]=1. Procedure details: By following the procedure described in Example 1 but substituting 4-(4,4,5,5-tetramethyl-1,3,2-dioxaborolan-2-yl)-1H-pyrazole for 3-(4,4,5,5-Tetramethyl-[1,3,2]dioxaborolan-2-yl)-pyridine and coupling to {2-(4-Chloro-phenyl)-2-[4-(1H-pyrazol-4-yl)-phenyl]-ethyl}-methyl-amine*, the title compound was obtained. LC/MS: (PS-B3) Rt 2.42 [M+H]+ 355. 1H NMR (Me-d3-OD) δ 1.94 (AcOH, s), 2.72 (3H, s), 3.73 (2H, d), 4.46 (1H, t), 7.41 (2H, d), 7.51-7.56 (3H, m), 7.63 (2H, d), 7.70 (2H, d), 7.96 (2H, s), ... The reactants are C(CCC)[Li] (butyllithium), ClC1=CC=CC2=C1C(N(CC=1N2C=NC1C=O)C)=O (7-chloro-5,6-dihydro-5-methyl-6-oxo-4H-imidazo[1,5-a][1,4]benzodiazepine-3-carboxaldehyde). The reagents and catalysts are [Br-].C(C)[P+](C1=CC=CC=C1)(C1=CC=CC=C1)C1=CC=CC=C1 (ethyltriphenylphosphonium bromide). The solvent is CCCCCC (n-hexane), O1CCCC1 (tetrahydrofuran), O1CCCC1 (tetrahydrofuran). Reaction conditions: time 20 minute. The product is ClC1=CC=CC2=C1C(N(CC=1N2C=NC1\C=C/C)C)=O (7-chloro-4,5-dihydro-5-methyl-3-[(Z)-propenyl]-6H-imidazo[1,5-a][1,4]benzodiazepin-6-one), ClC1=CC=CC2=C1C(N(CC=1N2C=NC1\C=C\C)C)=O (7-chloro-4,5-dihydro-5-methyl-3-[(E)-propenyl]-6H-imidazo[1,5-a][1,4] benzodiazepin-6-one). Reaction SMILES: [CH2:1]([Li])[CH2:2]CC.[Cl:6][C:7]1[C:12]2[C:13](=[O:24])[N:14]([CH3:23])[CH2:15][C:16]3[N:17]([CH:18]=[N:19][C:20]=3[CH:21]=O)[C:11]=2[CH:10]=[CH:9][CH:8]=1>[Br-].C([P+](C1C=CC=CC=1)(C1C=CC=CC=1)C1C=CC=CC=1)C.O1CCCC1.CCCCCC>[Cl:6][C:7]1[C:12]2[C:13](=[O:24])[N:14]([CH3:23])[CH2:15][C:16]3[N:17]([CH:18]=[N:19][C:20]=3/[CH:21]=[CH:1]\[CH3:2])[C:11]=2[CH:10]=[CH:9][CH:8]=1.[Cl:6][C:7]1[C:12]2[C:13](=[O:24])[N:14]([CH3:23])[CH2:15][C:16]3[N:17]([CH:18]=[N:19][C:20]=3/[CH:21]=[CH:1]/[CH3:2])[C:11]=2[CH:10]=[CH:9][CH:8]=1 |f:2.3|. Reported procedure: 15 g (40.4 mmol) of ethyltriphenylphosphonium bromide was placed in 60 ml of tetrahydrofuran and treated dropwise at -40° with 28 ml (45 mmol) of 1.6 molar butyllithium solution in n-hexane. The orange suspension obtained was stirred at -40° for a further 20 minutes and subsequently a solution of 10 g (36 mmol) of 7-chloro-5,6-dihydro-5-methyl-6-oxo-4H-imidazo[1,5-a][1,4]benzodiazepine-3-carboxaldehyde in 250 ml of tetrahydrofuran was added dropwise thereto within 50 minutes at -40° to -50°. The... Reactants: FC=1C=CC(=C(C1)S(=O)(=O)O)O (5-fluoro-2-hydroxybenzenesulfonic acid), Cl[Si](C)(C)C (chlorotrimethylsilane), Cl[Si](C)(C)C (chlorotrimethylsilane), Cl (HCl). Product: FC=1C=CC(=C(C1)S(=O)(=O)O[Si](C)(C)C)O[Si](C)(C)C (Trimethylsilyl 5-fluoro-2-trimethylsilyloxy-benzene-sulfonate). As a reaction SMILES: [F:1][C:2]1[CH:3]=[CH:4][C:5]([OH:12])=[C:6]([S:8]([OH:11])(=[O:10])=[O:9])[CH:7]=1.Cl[Si:14]([CH3:17])([CH3:16])[CH3:15].Cl>>[F:1][C:2]1[CH:3]=[CH:4][C:5]([O:12][Si:14]([CH3:17])([CH3:16])[CH3:15])=[C:6]([S:8]([O:11][Si:14]([CH3:17])([CH3:16])[CH3:15])(=[O:10])=[O:9])[CH:7]=1. Procedure: 302 g (1.57 mol) of 5-fluoro-2-hydroxybenzenesulfonic acid are admixed, under an inert gas atmosphere at room temperature with stirring, with 794 ml (683 g, 6.28 mol) of chlorotrimethylsilane, and the mixture is heated to boiling. After the vigorous release of HCl has died down, a further 794 ml of chlorotrimethylsilane are added and the turbid solution is heated under reflux for 96 hours. After cooling, the precipitate is filtered off under inert gas, the excess chlorotrimethylsilane is removed...